This data is from the Open Reaction Database (ORD), a public repository of structured organic reaction records. The task is: describe an organic reaction: reactants, conditions, products, and yield Reactants: CC(=O)OCc1c(B2OC(C)(C)C(C)(C)O2)cccc1-n1ncc2cc(C(C)(C)C)cc(F)c2c1=O, O=C([O-])[O-], Cn1nc(Cl)cc(Nc2ccc(N3CC4(CN(C(=O)OC(C)(C)C)C4)C3)cn2)c1=O, ClCCl, [Cs+], [Cs+], C1COCCO1, O. Product: CC(=O)OCc1c(-c2cc(Nc3ccc(N4CC5(CN(C(=O)OC(C)(C)C)C5)C4)cn3)c(=O)n(C)n2)cccc1-n1ncc2cc(C(C)(C)C)cc(F)c2c1=O. RXN SMILES: [C:31]([CH3:32])(=[O:33])[O:34][CH2:35][c:36]1[c:37](-[n:51]2[c:52](=[O:66])[c:53]3[c:54]([F:65])[cH:55][c:56]([C:61]([CH3:62])([CH3:63])[CH3:64])[cH:57][c:58]3[cH:59][n:60]2)[cH:38][cH:39][cH:40][c:41]1[B:42]1[O:43][C:44]([CH3:45])([CH3:46])[C:47]([CH3:48])([CH3:49])[O:50]1.[C:67](=[O:68])([O-:69])[O-:70].[Cl:1][c:2]1[cH:3][c:4]([NH:10][c:11]2[cH:12][cH:13][c:14]([N:17]3[CH2:18][C:19]4([CH2:20][N:21]([C:23](=[O:24])[O:25][C:26]([CH3:27])([CH3:28])[CH3:29])[CH2:22]4)[CH2:30]3)[cH:15][n:16]2)[c:5](=[O:9])[n:6]([CH3:8])[n:7]1.[Cl:79][CH2:80][Cl:81].[Cs+:71].[Cs+:72].[O:73]1[CH2:74][CH2:75][O:76][CH2:77][CH2:78]1.[OH2:82]>>[c:2]1(-[c:41]2[c:36]([CH2:35][O:34][C:31]([CH3:32])=[O:33])[c:37](-[n:51]3[c:52](=[O:66])[c:53]4[c:54]([F:65])[cH:55][c:56]([C:61]([CH3:62])([CH3:63])[CH3:64])[cH:57][c:58]4[cH:59][n:60]3)[cH:38][cH:39][cH:40]2)[cH:3][c:4]([NH:10][c:11]2[cH:12][cH:13][c:14]([N:17]3[CH2:18][C:19]4([CH2:20][N:21]([C:23](=[O:24])[O:25][C:26]([CH3:27])([CH3:28])[CH3:29])[CH2:22]4)[CH2:30]3)[cH:15][n:16]2)[c:5](=[O:9])[n:6]([CH3:8])[n:7]1. The reactants are COC(CCCCN(CCC1=C(C=CC=C1)OCC1=CC=C(C=C1)\C=C\C1=CC=CC=C1)CC1=CC=C(C(=O)OC)C=C1)=O (methyl 4-({(5-methoxy-5-oxopentyl)[2-({4-[(E)-2-phenyl-ethenyl]benzyl}oxy)phenethyl]amino)methyl)benzoate), [H][H] (hydrogen). Reagents/catalysts: [Pd] (palladium on activated carbon). Run in C(C)(=O)OCC (ethyl acetate). Conditions: time 1 hour. The product is COC(CCCCN(CCC1=C(C=CC=C1)OCC1=CC=C(C=C1)CCC1=CC=CC=C1)CC1=CC=C(C(=O)OC)C=C1)=O (Methyl 4-[((5-methoxy-5-oxopentyl){2-{(4-phenethylbenzyl)oxy]-phenethyl}amino)methyl]benzoate). RXN SMILES: [CH3:1][O:2][C:3](=[O:44])[CH2:4][CH2:5][CH2:6][CH2:7][N:8]([CH2:33][C:34]1[CH:43]=[CH:42][C:37]([C:38]([O:40][CH3:41])=[O:39])=[CH:36][CH:35]=1)[CH2:9][CH2:10][C:11]1[CH:16]=[CH:15][CH:14]=[CH:13][C:12]=1[O:17][CH2:18][C:19]1[CH:24]=[CH:23][C:22](/[CH:25]=[CH:26]/[C:27]2[CH:32]=[CH:31][CH:30]=[CH:29][CH:28]=2)=[CH:21][CH:20]=1.[H][H]>[Pd].C(OCC)(=O)C>[CH3:1][O:2][C:3](=[O:44])[CH2:4][CH2:5][CH2:6][CH2:7][N:8]([CH2:33][C:34]1[CH:43]=[CH:42][C:37]([C:38]([O:40][CH3:41])=[O:39])=[CH:36][CH:35]=1)[CH2:9][CH2:10][C:11]1[CH:16]=[CH:15][CH:14]=[CH:13][C:12]=1[O:17][CH2:18][C:19]1[CH:24]=[CH:23][C:22]([CH2:25][CH2:26][C:27]2[CH:28]=[CH:29][CH:30]=[CH:31][CH:32]=2)=[CH:21][CH:20]=1. Procedure details: 781.8 mg (1.34 mmol) of methyl 4-({(5-methoxy-5-oxopentyl)[2-({4-[(E)-2-phenyl-ethenyl]benzyl}oxy)phenethyl]amino)methyl)benzoate from Ex. 6 and 80.0 mg of 10% palladium on activated carbon in 10 ml of ethyl acetate are hydrogenated under atmospheric pressure. After 1 hour, the calculated amount of hydrogen has been taken up. The solution is filtered and the solvent distilled off under reduced pressure. The crude product is purified by chromatography over silica gel using the mobile phase cycloh... Starting materials: C[Si](C)(C)[N-][Si](C)(C)C.[Li+] (lithium bis(trimethylsilyl)amide), COC(C1=CC=C(C=C1)C=CC(CCCCC)C1=CC=C2C(CCNC2=C1)(C)C)=O (4-[3-(4,4-dimethyl-1,2,3,4-tetrahydro-quinolin-7-yl)-oct-1-enyl]-benzoic acid methyl ester), CI (methyl iodide). Run in hexanes, C1CCOC1 (THF). Conditions: time 30 minute. Yields the product COC(C1=CC=C(C=C1)C=CC(CCCCC)C1=CC=C2C(CCN(C2=C1)C)(C)C)=O (4-[3-(1,4,4-trimethyl-1,2,3,4-tetrahydro-quinolin-7-yl)-oct-1-enyl]-benzoic acid methyl ester). RXN SMILES: [CH3:1][O:2][C:3](=[O:30])[C:4]1[CH:9]=[CH:8][C:7]([CH:10]=[CH:11][CH:12]([C:18]2[CH:27]=[C:26]3[C:21]([C:22]([CH3:29])([CH3:28])[CH2:23][CH2:24][NH:25]3)=[CH:20][CH:19]=2)[CH2:13][CH2:14][CH2:15][CH2:16][CH3:17])=[CH:6][CH:5]=1.[CH3:31][Si]([N-][Si](C)(C)C)(C)C.[Li+].CI>C1COCC1>[CH3:1][O:2][C:3](=[O:30])[C:4]1[CH:5]=[CH:6][C:7]([CH:10]=[CH:11][CH:12]([C:18]2[CH:27]=[C:26]3[C:21]([C:22]([CH3:29])([CH3:28])[CH2:23][CH2:24][N:25]3[CH3:31])=[CH:20][CH:19]=2)[CH2:13][CH2:14][CH2:15][CH2:16][CH3:17])=[CH:8][CH:9]=1 |f:1.2|. Procedure details: A solution of 4-[3-(4,4-dimethyl-1,2,3,4-tetrahydro-quinolin-7-yl)-oct-1-enyl]-benzoic acid methyl ester (0.36 g, 0.88 mmole) in 10 mL of THF was cooled to −78° C. and was treated with 1.1 mL of a 1M lithium bis(trimethylsilyl)amide solution in hexanes. After 30 minutes at −78° C., 0.06 mL of methyl iodide was added. The mixture was stirred at room temperature for 7 hours, quenched by the addition of 10 mL of saturated aqueous ammonium chloride solution and extracted with two 10 mL portions of e... Starting materials: BrC=1C=C(C=NC1)N1C2CN3CC(CC(C1)C3)C2 (4-(5-Bromopyridin-3-yl)-1,4-diazatricyclo[4.3.1.13,8]undecane), COC1=NC=CC=C1B(O)O (2-methoxypyridin-3-ylboronic acid). Yields the product COC1=NC=CC=C1C=1C=NC=C(C1)N1C2CN3CC(CC(C1)C3)C2 (4-(2′-methoxy-3,3′-bipyridin-5-yl)-1,4-diazatricyclo[4.3.1.13,8]undecane). Reaction SMILES: Br[C:2]1[CH:3]=[C:4]([N:8]2[CH2:16][CH:15]3[CH2:17][N:11]4[CH2:12][CH:13]([CH2:18][CH:9]2[CH2:10]4)[CH2:14]3)[CH:5]=[N:6][CH:7]=1.[CH3:19][O:20][C:21]1[C:26](B(O)O)=[CH:25][CH:24]=[CH:23][N:22]=1>>[CH3:19][O:20][C:21]1[C:26]([C:2]2[CH:7]=[N:6][CH:5]=[C:4]([N:8]3[CH2:16][CH:15]4[CH2:17][N:11]5[CH2:12][CH:13]([CH2:18][CH:9]3[CH2:10]5)[CH2:14]4)[CH:3]=2)=[CH:25][CH:24]=[CH:23][N:22]=1. Reported procedure: The title compound was prepared from the product of Example 65A and 2-methoxypyridin-3-ylboronic acid according to General Method B: LC-MS Method D (ESI+) m/z 337.0 (M+H)+, retention time 1.24 minutes. The reactants are Boc, NC(C)(N)C1=CC=CC=C1 (amino phenylethanamine), Cl (HCl), C(C)OCC (diethyl ether). Run in CO (MeOH). Conditions: time 3 hour. The product is Cl.Cl.NC(C)(N)C1=CC=CC=C1 (Amino Phenylethanamine Dihydrochloride). Isolated yield 69.0%. Reaction SMILES: [NH2:1][C:2]([C:5]1[CH:10]=[CH:9][CH:8]=[CH:7][CH:6]=1)([NH2:4])[CH3:3].[ClH:11].C(OCC)C>CO>[ClH:11].[ClH:11].[NH2:1][C:2]([C:5]1[CH:10]=[CH:9][CH:8]=[CH:7][CH:6]=1)([NH2:4])[CH3:3] |f:4.5.6|. Reported procedure: A suspension of the Boc-protected amino phenylethanamine intermediate (38.61 mmol) in anhydrous MeOH (50 mL) was treated with 2.0 M HCl in diethyl ether (200 mmol, 5 eq), and the contents were stirred at room temperature. Dissolution occurred, followed by precipitation of a solid. After 3 hours, the solid was collected by filtration, washed with diethyl ether (100 mL) and dried under vacuum for 2 hours to afford B as a white or off-white solid (69-75%). Reactants: [Si](C)(C)(C(C)(C)C)OCC=1C=CC=C2C(C(CN(C12)CC)(C)C)OC (8-(t-butyldimethylsilyloxymethyl)-4-methoxy-3,3-dimethyl-1-ethyl-1,2,3,4-tetrahydroquinoline), solution, [F-].C(CCC)[N+](CCCC)(CCCC)CCCC (tetrabutylammonium fluoride). The solvent is O1CCCC1 (tetrahydrofuran), O1CCCC1 (tetrahydrofuran). Run at time 45 minute. Product: OCC=1C=CC=C2C(C(CN(C12)CC)(C)C)OC (8-hydroxymethyl-4-methoxy-3,3-dimethyl-1-ethyl-1,2,3,4-tetrahydroquinoline). Yield: 78.1%. RXN SMILES: [Si]([O:8][CH2:9][C:10]1[CH:11]=[CH:12][CH:13]=[C:14]2[C:19]=1[N:18]([CH2:20][CH3:21])[CH2:17][C:16]([CH3:23])([CH3:22])[CH:15]2[O:24][CH3:25])(C(C)(C)C)(C)C.[F-].C([N+](CCCC)(CCCC)CCCC)CCC>O1CCCC1>[OH:8][CH2:9][C:10]1[CH:11]=[CH:12][CH:13]=[C:14]2[C:19]=1[N:18]([CH2:20][CH3:21])[CH2:17][C:16]([CH3:22])([CH3:23])[CH:15]2[O:24][CH3:25] |f:1.2|. Reported procedure: To a solution of 8-(t-butyldimethylsilyloxymethyl)-4-methoxy-3,3-dimethyl-1-ethyl-1,2,3,4-tetrahydroquinoline (1.40 g) in tetrahydrofuran (20 ml), 1M solution (4.2 ml) of tetrabutylammonium fluoride in tetrahydrofuran was added dropwise under ice-cooling. After the mixture was stirred for 45 minutes, tetrahydrofuran was distilled off and the residue was extracted with dichloromethane. The extract was dried over anhydrous magnesium sulfate and the solvent was distilled off. The resulting residue ... Starting materials: [N+](=O)([O-])C1=CC=C(C(=O)C2=C(C=C(N2C)CC(=O)OCC)C)C=C1 (ethyl 5-(p-nitrobenzoyl)-1,4-dimethylpyrrole-2-acetate), C(CC)I (n-propyl iodide). The product is C(C)C=1N(C(=C(C1)C)C(C1=CC=C(C=C1)[N+](=O)[O-])=O)C.C(CC)CC(=O)[O-] (ethyl 5-(p-nitrobenzoyl)-1,4-dimethylpyrrole 2-(α-n-propyl)-acetate). RXN SMILES: [N+:1]([C:4]1[CH:24]=[CH:23][C:7]([C:8]([C:10]2[N:14]([CH3:15])[C:13]([CH2:16][C:17]([O:19]CC)=[O:18])=[CH:12][C:11]=2[CH3:22])=[O:9])=[CH:6][CH:5]=1)([O-:3])=[O:2].C(I)CC>>[CH2:16]([C:13]1[N:14]([CH3:15])[C:10]([C:8](=[O:9])[C:7]2[CH:23]=[CH:24][C:4]([N+:1]([O-:3])=[O:2])=[CH:5][CH:6]=2)=[C:11]([CH3:22])[CH:12]=1)[CH3:17].[CH2:13]([CH2:16][C:17]([O-:19])=[O:18])[CH2:12][CH3:11] |f:2.3|. Reported procedure: The alkylation procedure of Example 77A is performed upon ethyl 5-(p-nitrobenzoyl)-1,4-dimethylpyrrole-2-acetate (from Example 85), using an equivalent quantity of n-propyl iodide instead of methyl iodide used in Example 77A to yield ethyl 5-(p-nitrobenzoyl)-1,4-dimethylpyrrole-2-(α-n-propyl)-acetate. The reactants are BrC1=CC(=C(C(=C1)F)C1=CC(=C(C(=C1)F)OC(F)F)F)F (4-bromo-2,6,3',5'-tetrafluoro-4'-difluoromethoxybiphenyl), C(CCCC)[Si@@H]1CC[C@H](CC1)CCC1CCC(CC1)Br (4-(2-(trans-4-n-pentyl-4-silacyclohexyl)ethyl)cyclohexyl bromide), [Mg] (magnesium), tetrakis triphenylphosphine palladium. The solvent is C1CCOC1 (THF), C1CCOC1 (THF). The product is C(CCCC)[Si@@H]1CC[C@H](CC1)CC[C@@H]1CC[C@H](CC1)C1=CC(=C(C(=C1)F)C1=CC(=C(C(=C1)F)OC(F)F)F)F (4-(trans-4-(2-(trans-4-n-pentyl-4-silacyclohexyl)ethyl)cyclohexyl)-2,6,3',5'-tetrafluoro-4'-difluoromethoxybiphenyl). Isolated yield 70.1%. Reaction SMILES: [CH2:1]([Si@H:6]1[CH2:11][CH2:10][C@H:9]([CH2:12][CH2:13][CH:14]2[CH2:19][CH2:18][CH:17](Br)[CH2:16][CH2:15]2)[CH2:8][CH2:7]1)[CH2:2][CH2:3][CH2:4][CH3:5].[Mg].Br[C:23]1[CH:28]=[C:27]([F:29])[C:26]([C:30]2[CH:35]=[C:34]([F:36])[C:33]([O:37][CH:38]([F:40])[F:39])=[C:32]([F:41])[CH:31]=2)=[C:25]([F:42])[CH:24]=1>C1COCC1>[CH2:1]([Si@H:6]1[CH2:11][CH2:10][C@H:9]([CH2:12][CH2:13][C@H:14]2[CH2:19][CH2:18][C@H:17]([C:23]3[CH:24]=[C:25]([F:42])[C:26]([C:30]4[CH:31]=[C:32]([F:41])[C:33]([O:37][CH:38]([F:39])[F:40])=[C:34]([F:36])[CH:35]=4)=[C:27]([F:29])[CH:28]=3)[CH2:16][CH2:15]2)[CH2:8][CH2:7]1)[CH2:2][CH2:3][CH2:4][CH3:5]. Procedure details: 36.0 g (0.1 mol) of 4-(2-(trans-4-n-pentyl-4-silacyclohexyl)ethyl)cyclohexyl bromide was dripped into a mixture of 2.5 g (0.11 mol) of magnesium and 300 ml of THF to obtain a Grignard's reagent. This solution was then dripped into a 500 ml THF solution of 0.5 g of tetrakis triphenylphosphine palladium and 87.1 g (0.1 mol) of 4-bromo-2,6,3',5'-tetrafluoro-4'-difluoromethoxybiphenyl. After a conventional after treatment, 4-(trans-4-(2-(trans-4-n-pentyl-4-silacyclohexyl)ethyl)cyclohexyl)-2,6,3',5'-...